Dataset: the Open Reaction Database (ORD), a public repository of structured organic reaction records. Task: describe an organic reaction: reactants, conditions, products, and yield The reactants are COC(C1=CC(=CC=C1)SC1=C(NC2=CC(=CC=C12)Cl)C)=O (3-(6-chloro-2-methyl-1H-indol-3-ylsulfanyl)-benzoic acid methyl ester), BrC=1C=NN(C1)C (4-bromo-1-methylpyrazole). The product is COC(C1=CC(=CC=C1)SC1=C(N(C2=CC(=CC=C12)Cl)C=1C=NN(C1)C)C)=O (3-[6-Chloro-2-methyl-1-(1-methyl-1H-pyrazol-4-yl)-1H-indol-3-ylsulfanyl]-benzoic acid methyl ester). RXN SMILES: [CH3:1][O:2][C:3](=[O:22])[C:4]1[CH:9]=[CH:8][CH:7]=[C:6]([S:10][C:11]2[C:19]3[C:14](=[CH:15][C:16]([Cl:20])=[CH:17][CH:18]=3)[NH:13][C:12]=2[CH3:21])[CH:5]=1.Br[C:24]1[CH:25]=[N:26][N:27]([CH3:29])[CH:28]=1>>[CH3:1][O:2][C:3](=[O:22])[C:4]1[CH:9]=[CH:8][CH:7]=[C:6]([S:10][C:11]2[C:19]3[C:14](=[CH:15][C:16]([Cl:20])=[CH:17][CH:18]=3)[N:13]([C:24]3[CH:25]=[N:26][N:27]([CH3:29])[CH:28]=3)[C:12]=2[CH3:21])[CH:5]=1. Reported procedure: Prepared according to the procedure described in Example 27, Step 1, using the following starting materials: 3-(6-chloro-2-methyl-1H-indol-3-ylsulfanyl)-benzoic acid methyl ester and 4-bromo-1-methylpyrazole. Reaction conditions: time 18 hour. As a reaction SMILES: C1C2C=CCCCC=2C=CC=1.[Cl:12][C:13]1[CH:14]=[C:15]([CH:20]=[CH:21][CH:22]=1)[C:16]([O:18]O)=[O:17]>C(Cl)Cl>[Cl:12][C:13]1[CH:14]=[C:15]([CH:20]=[CH:21][CH:22]=1)[C:16]([OH:18])=[O:17]. Reactants: C1=CC=CC2=C1C=CCCC2 (6,7-dihydro-5H-benzocycloheptene), ClC=1C=C(C(=O)OO)C=CC1 (meta-chloro-peroxybenzoic acid). Yields the product epoxide, ClC=1C=C(C(=O)O)C=CC1 (meta-chlorobenzoic acid). Procedure details: To a cold (0° C.) solution of 6,7-dihydro-5H-benzocycloheptene (0.915 g, 6.35 mmol) in methylene chloride (20 ml) was added 75% meta-chloro-peroxybenzoic acid (1.75 g, 7.63 mmol). The reaction mixture was allowed to come to room temperature over an 18 hour period. The reaction mixture was diluted with methylene chloride and washed with saturated sodium hydrogen carbonate solution, dried over MgSO4, filtered and evaporated to give the epoxide as a colorless oil (1.16 g, >100% yield, contaminated ... The yield is 100.0%. Solvent: C(Cl)Cl (methylene chloride), C(Cl)Cl (methylene chloride). The reactants are CC(C)(C)N1C(=O)C(NCCCO)=C(c2ccccc2)S1(=O)=O, O=C([O-])[O-], Cc1ccc(S(=O)(=O)Cl)cc1, CN(C)c1ccncc1, ClCCl, [Na+], [Na+]. The product is Cc1ccc(S(=O)(=O)OCCCNC2=C(c3ccccc3)S(=O)(=O)N(C(C)(C)C)C2=O)cc1. Reaction SMILES: [C:1]([CH3:2])([CH3:3])([CH3:4])[N:5]1[S:6](=[O:22])(=[O:23])[C:7]([c:16]2[cH:17][cH:18][cH:19][cH:20][cH:21]2)=[C:8]([NH:11][CH2:12][CH2:13][CH2:14][OH:15])[C:9]1=[O:10].[C:35](=[O:36])([O-:37])[O-:38].[CH3:24][c:25]1[cH:26][cH:27][c:28]([S:31](=[O:32])(=[O:33])[Cl:34])[cH:29][cH:30]1.[CH3:41][N:42]([c:43]1[cH:44][cH:45][n:46][cH:47][cH:48]1)[CH3:49].[Cl:50][CH2:51][Cl:52].[Na+:39].[Na+:40]>>[C:1]([CH3:2])([CH3:3])([CH3:4])[N:5]1[S:6](=[O:22])(=[O:23])[C:7]([c:16]2[cH:17][cH:18][cH:19][cH:20][cH:21]2)=[C:8]([NH:11][CH2:12][CH2:13][CH2:14][O:15][S:31]([c:28]2[cH:27][cH:26][c:25]([CH3:24])[cH:30][cH:29]2)(=[O:32])=[O:33])[C:9]1=[O:10].